From a dataset of the Open Reaction Database (ORD), a public repository of structured organic reaction records. describe an organic reaction: reactants, conditions, products, and yield Reactants: CCO, Cl, CCOC(=O)c1cnc(N2CCc3ccccc32)nc1OCc1ccc(OC)cc1, [Na+], C1CCOC1, [OH-]. Yields the product COc1ccc(COc2nc(N3CCc4ccccc43)ncc2C(=O)O)cc1. As a reaction SMILES: [CH3:39][CH2:40][OH:41].[ClH:38].[N:1]1([c:10]2[n:11][cH:12][c:13]([C:26](=[O:27])[O:28][CH2:29][CH3:30])[c:14]([O:16][CH2:17][c:18]3[cH:19][cH:20][c:21]([O:24][CH3:25])[cH:22][cH:23]3)[n:15]2)[CH2:2][CH2:3][c:4]2[cH:5][cH:6][cH:7][cH:8][c:9]21.[Na+:32].[O:33]1[CH2:34][CH2:35][CH2:36][CH2:37]1.[OH-:31]>>[N:1]1([c:10]2[n:11][cH:12][c:13]([C:26](=[O:27])[OH:28])[c:14]([O:16][CH2:17][c:18]3[cH:19][cH:20][c:21]([O:24][CH3:25])[cH:22][cH:23]3)[n:15]2)[CH2:2][CH2:3][c:4]2[cH:5][cH:6][cH:7][cH:8][c:9]21. Reactants: FC1(CC(C1)C(CC#N)=O)F (3-(3,3-difluorocyclobutyl)-3-oxopropanenitrile), O.NN (hydrazine hydrate). Solvent: CCO (EtOH). Reaction conditions: temperature 75 celsius, time 8 hour. Product: FC1(CC(C1)C1=CC(=NN1)N)F (5-(3,3-Difluorocyclobutyl)-1H-pyrazol-3-amine). Yield: 25.4%. RXN SMILES: [F:1][C:2]1([F:11])[CH2:5][CH:4]([C:6](=O)[CH2:7][C:8]#[N:9])[CH2:3]1.O.[NH2:13][NH2:14]>CCO>[F:1][C:2]1([F:11])[CH2:5][CH:4]([C:6]2[NH:14][N:13]=[C:8]([NH2:9])[CH:7]=2)[CH2:3]1 |f:1.2|. Reported procedure: To a solution of 3-(3,3-difluorocyclobutyl)-3-oxopropanenitrile (12.5 g, 78.6 mmol) in EtOH (250 mL) was added hydrazine hydrate (5.9 g, 117.9 mmol) and the resulting mixture was stirred at 75° C. overnight. After concentrating the reaction mixture in vacuo, the residue was redissolved in EtOAc (500 mL) and washed with satd. aq. NaHCO3. The aqueous layer was extracted with EtOAc and the combined extracts washed with brine (100 mL), dried (Na2SO4), filtered and concentrated in vacuo. The crude pr... Starting materials: FC(OC1=CC=C(C=C1)N1C(C2(CC1)CCNCC2)=O)(F)F (2-(4-trifluoromethoxy-phenyl)-2,8-diaza-spiro[4.5]decan-1-one), O=C(OC(Cl)(Cl)Cl)Cl (diphosgene), FC=1C=C(C=CC1)NC ((3-Fluoro-phenyl)-methyl-amine). Yields the product FC=1C=C(C=CC1)N(C(=O)N1CCC2(CCN(C2=O)C2=CC=C(C=C2)OC(F)(F)F)CC1)C (1-Oxo-2-(4-trifluoromethoxy-phenyl)-2,8-diaza-spiro[4.5]decane-8-carboxylic acid (3-fluoro-phenyl)-methyl-amide). As a reaction SMILES: [F:1][C:2]([F:22])([F:21])[O:3][C:4]1[CH:9]=[CH:8][C:7]([N:10]2[CH2:14][CH2:13][C:12]3([CH2:19][CH2:18][NH:17][CH2:16][CH2:15]3)[C:11]2=[O:20])=[CH:6][CH:5]=1.O=C(Cl)[O:25][C:26](Cl)(Cl)Cl.[F:31][C:32]1[CH:33]=[C:34]([NH:38][CH3:39])[CH:35]=[CH:36][CH:37]=1>>[F:31][C:32]1[CH:33]=[C:34]([N:38]([CH3:39])[C:26]([N:17]2[CH2:16][CH2:15][C:12]3([C:11](=[O:20])[N:10]([C:7]4[CH:8]=[CH:9][C:4]([O:3][C:2]([F:1])([F:21])[F:22])=[CH:5][CH:6]=4)[CH2:14][CH2:13]3)[CH2:19][CH2:18]2)=[O:25])[CH:35]=[CH:36][CH:37]=1. Procedure: This material was prepared in analogy to example 251 step B) from 2-(4-trifluoromethoxy-phenyl)-2,8-diaza-spiro[4.5]decan-1-one, diphosgene and (3-Fluoro-phenyl)-methyl-amine. MS (ESI): 466.4 (MH+). Reactants: BrC1=CC=C(C=C1)C1(CC2(C1)OCCO2)N2C(C1=CC=CC=C1C2=O)=O (2-[2-(4-bromophenyl)-5,8-dioxaspiro[3.4]oct-2-yl]-1H-isoindole-1,3(2H)-dione), O.C=1(C(=CC=CC1)S(=O)(=O)O)C (Toluenesulfonic acid monohydrate). Run in CC(=O)C (acetone), CCOC(=O)C (EtOAc). The product is BrC1=CC=C(C=C1)C1(CC(C1)=O)N1C(C2=CC=CC=C2C1=O)=O (2-[1-(4-bromophenyl)-3-oxocyclobutyl]-1H-isoindole-1,3(2H)-dione). RXN SMILES: [Br:1][C:2]1[CH:7]=[CH:6][C:5]([C:8]2([N:16]3[C:24](=[O:25])[C:23]4[C:18](=[CH:19][CH:20]=[CH:21][CH:22]=4)[C:17]3=[O:26])[CH2:11][C:10]3(OCC[O:12]3)[CH2:9]2)=[CH:4][CH:3]=1.O.C1(C)C(S(O)(=O)=O)=CC=CC=1>CC(C)=O.CCOC(C)=O>[Br:1][C:2]1[CH:3]=[CH:4][C:5]([C:8]2([N:16]3[C:24](=[O:25])[C:23]4[C:18](=[CH:19][CH:20]=[CH:21][CH:22]=4)[C:17]3=[O:26])[CH2:9][C:10](=[O:12])[CH2:11]2)=[CH:6][CH:7]=1 |f:1.2|. Procedure: A mixture of 2-[2-(4-bromophenyl)-5,8-dioxaspiro[3.4]oct-2-yl]-1H-isoindole-1,3(2H)-dione (8-2) (3.1 g, 7.48 mmol) and Toluenesulfonic acid monohydrate (0.14 g, 0.75 mmol) in acetone (50 mL) was refluxed for 2 days. The cooled mixture was diluted with EtOAc, washed with sat. NaHCO3, dried (MgSO4), filtered, and concentrated under reduced pressure. The residue was purified by silica gel chromatography, eluting with 0˜100% EtOAc in hexane, to give 2-[1-(4-bromophenyl)-3-oxocyclobutyl]-1H-isoindole... Reactants: Cl (hydrochloride), BrC=1C(=NN2C1NC(CC2C2=CC(=C(C=C2)OC)OC)C2=NC=CC=C2)C2=CC=CC=C2 (3-bromo-7-(3,4-dimethoxyphenyl)-2-phenyl-5-pyridin-2-yl-4,5,6,7-tetrahydropyrazolo[1,5-a]pyrimidine), O (H2O), C[Si](C)(C)Cl (TMSCl). Run in C(C)C(=O)C (methyl ethyl ketone). The product is Cl.Cl.BrC=1C(=NN2C1NC(CC2C2=CC(=C(C=C2)OC)OC)C2=NC=CC=C2)C2=CC=CC=C2 (3-bromo-7-(3,4-dimethoxyphenyl)-2-phenyl-5-pyridin-2-yl-4,5,6,7-tetrahydropyrazolo[1,5-a]pyrimidine dihydrochloride). As a reaction SMILES: [ClH:1].[Br:2][C:3]1[C:4]([C:28]2[CH:33]=[CH:32][CH:31]=[CH:30][CH:29]=2)=[N:5][N:6]2[CH:11]([C:12]3[CH:17]=[CH:16][C:15]([O:18][CH3:19])=[C:14]([O:20][CH3:21])[CH:13]=3)[CH2:10][CH:9]([C:22]3[CH:27]=[CH:26][CH:25]=[CH:24][N:23]=3)[NH:8][C:7]=12.O.C[Si]([Cl:39])(C)C>C(C(C)=O)C>[ClH:39].[ClH:1].[Br:2][C:3]1[C:4]([C:28]2[CH:33]=[CH:32][CH:31]=[CH:30][CH:29]=2)=[N:5][N:6]2[CH:11]([C:12]3[CH:17]=[CH:16][C:15]([O:18][CH3:19])=[C:14]([O:20][CH3:21])[CH:13]=3)[CH2:10][CH:9]([C:22]3[CH:27]=[CH:26][CH:25]=[CH:24][N:23]=3)[NH:8][C:7]=12 |f:5.6.7|. Procedure details: To form the hydrochloride 139 mg of 3-bromo-7-(3,4-dimethoxyphenyl)-2-phenyl-5-pyridin-2-yl-4,5,6,7-tetrahydropyrazolo[1,5-a]pyrimidine were dissolved in 1.1 ml of methyl ethyl ketone and then 6 μl of H2O and 7 μl of TMSCl were added. After some time a solid precipitated out. After suction filtration and washing with ether, yellow crystals were obtained that were dried under a vacuum. Reactants: NC1=C2CCN(CC2=CC=C1)CC (5-amino-2-ethyl-1,2,3,4-tetrahydroisoquinoline), ClC=1C(=CC(=C(C(=O)Cl)C1)OC)OC (5-chloro-2,4-dimethoxybenzoyl chloride). The product is Cl.C(C)N1CC2=CC=CC(=C2CC1)NC(C1=C(C=C(C(=C1)Cl)OC)OC)=O (N-(2-Ethyl-1,2,3,4-tetrahydroisoquinolin-5-yl)-5-chloro-2,4-dimethoxybenzamide Hydrochloride). Reaction SMILES: [NH2:1][C:2]1[CH:11]=[CH:10][CH:9]=[C:8]2[C:3]=1[CH2:4][CH2:5][N:6]([CH2:12][CH3:13])[CH2:7]2.[Cl:14][C:15]1[C:16]([O:26][CH3:27])=[CH:17][C:18]([O:24][CH3:25])=[C:19]([CH:23]=1)[C:20](Cl)=[O:21]>>[ClH:14].[CH2:12]([N:6]1[CH2:5][CH2:4][C:3]2[C:8](=[CH:9][CH:10]=[CH:11][C:2]=2[NH:1][C:20](=[O:21])[C:19]2[CH:23]=[C:15]([Cl:14])[C:16]([O:26][CH3:27])=[CH:17][C:18]=2[O:24][CH3:25])[CH2:7]1)[CH3:13] |f:2.3|. Procedure: The title compound was prepared in an analogous manner to Example 2 from 5-amino-2-ethyl-1,2,3,4-tetrahydroisoquinoline and 5-chloro-2,4-dimethoxybenzoyl chloride. Starting materials: BrC1=NC=CC=N1 (2-bromopyrimidine), C(=O)([O-])[O-].[Na+].[Na+] (Na2CO3), C(=O)C1=CC=C(S1)B(O)O (5-formyl-2-thiopheneboronic acid). The reagents and catalysts are C=1C=CC(=CC1)[P](C=2C=CC=CC2)(C=3C=CC=CC3)[Pd]([P](C=4C=CC=CC4)(C=5C=CC=CC5)C=6C=CC=CC6)([P](C=7C=CC=CC7)(C=8C=CC=CC8)C=9C=CC=CC9)[P](C=1C=CC=CC1)(C=1C=CC=CC1)C=1C=CC=CC1 (tetrakis(triphenylphosphine)palladium(0)). Solvent: COCCOC (DME), O (water), ClCCl (dichloromethane). The product is N1=C(N=CC=C1)C1=CC=C(S1)C=O (5-(2-pyrimidinyl)-2-thiophenecarboxaldehyde). Yield: 25.9%. RXN SMILES: C([O-])([O-])=O.[Na+].[Na+].[CH:7]([C:9]1[S:13][C:12](B(O)O)=[CH:11][CH:10]=1)=[O:8].Br[C:18]1[N:23]=[CH:22][CH:21]=[CH:20][N:19]=1>O.COCCOC.ClCCl.C1C=CC([P]([Pd]([P](C2C=CC=CC=2)(C2C=CC=CC=2)C2C=CC=CC=2)([P](C2C=CC=CC=2)(C2C=CC=CC=2)C2C=CC=CC=2)[P](C2C=CC=CC=2)(C2C=CC=CC=2)C2C=CC=CC=2)(C2C=CC=CC=2)C2C=CC=CC=2)=CC=1>[N:19]1[CH:20]=[CH:21][CH:22]=[N:23][C:18]=1[C:12]1[S:13][C:9]([CH:7]=[O:8])=[CH:10][CH:11]=1 |f:0.1.2,^1:37,39,58,77|. Procedure: A mixture of Na2CO3 (3.16 g) and 5-formyl-2-thiopheneboronic acid (2.4 g, 15.1 mmol) in water (15 mL) were added to a solution of 2-bromopyrimidine (2 g, 12.58 mmol) and tetrakis(triphenylphosphine)palladium(0) (480 mg, 0.46 mmol) in DME (30 mL) and the mixture was heated to reflux for 24 hr. The cooled reaction mixture was diluted with dichloromethane, washed with sat. aq. NaHCO3 and brine, dried (MgSO4), and concentrated. Purification by chromatography (SiO2, 1:1 hexane/ethyl acetate) yielded ... The reactants are C, CCC(CC)(c1ccc(-c2cncc(CC(=O)OC)c2)cc1)c1ccc(C#CC2(O)CCCCC2)c(C)c1, CO, [H][H], [Pd]. Product: CCC(CC)(c1ccc(-c2cncc(CC(=O)OC)c2)cc1)c1ccc(CCC2(O)CCCCC2)c(C)c1. RXN SMILES: [C:43].[CH3:1][O:2][C:3]([CH2:4][c:5]1[cH:6][n:7][cH:8][c:9](-[c:11]2[cH:12][cH:13][c:14]([C:17]([CH2:18][CH3:19])([c:20]3[cH:21][c:22]([CH3:35])[c:23]([C:26]#[C:27][C:28]4([OH:34])[CH2:29][CH2:30][CH2:31][CH2:32][CH2:33]4)[cH:24][cH:25]3)[CH2:36][CH3:37])[cH:15][cH:16]2)[cH:10]1)=[O:38].[CH3:41][OH:42].[H:39][H:40].[Pd:44]>>[CH3:1][O:2][C:3]([CH2:4][c:5]1[cH:6][n:7][cH:8][c:9](-[c:11]2[cH:12][cH:13][c:14]([C:17]([CH2:18][CH3:19])([c:20]3[cH:21][c:22]([CH3:35])[c:23]([CH2:26][CH2:27][C:28]4([OH:34])[CH2:29][CH2:30][CH2:31][CH2:32][CH2:33]4)[cH:24][cH:25]3)[CH2:36][CH3:37])[cH:15][cH:16]2)[cH:10]1)=[O:38].